The task is: describe an organic reaction: reactants, conditions, products, and yield. This data is from the Open Reaction Database (ORD), a public repository of structured organic reaction records. Starting materials: ClC=1C=C(C=CC1)C1=NC(=NC(=C1)C(F)(F)F)N1C=NC(=C1)I (4-(3-chloro-phenyl)-2-(4-iodo-imidazol-1-yl)-6-trifluoromethyl-pyrimidine), C(C)(C)(C)NS(=O)(=O)C=1SC(=CC1)B1OC(C(O1)(C)C)(C)C (N-tert-Butyl-5-(4,4,5,5-tetramethyl-1,3,2-dioxaborolan-2-yl)-thiophene-2-sulfonamide). Product: C(C)(C)(C)NS(=O)(=O)C=1SC(=CC1)C=1N=CN(C1)C1=NC(=CC(=N1)C1=CC(=CC=C1)Cl)C(F)(F)F (5-{1-[4-(3-Chloro-phenyl)-6-trifluoromethyl-pyrimidin-2-yl]-1H-imidazol-4-yl}-thiophene-2-sulfonic acid tert-butyl amide), solid. Reaction SMILES: [Cl:1][C:2]1[CH:3]=[C:4]([C:8]2[CH:13]=[C:12]([C:14]([F:17])([F:16])[F:15])[N:11]=[C:10]([N:18]3[CH:22]=[C:21](I)[N:20]=[CH:19]3)[N:9]=2)[CH:5]=[CH:6][CH:7]=1.[C:24]([NH:28][S:29]([C:32]1[S:33][C:34](B2OC(C)(C)C(C)(C)O2)=[CH:35][CH:36]=1)(=[O:31])=[O:30])([CH3:27])([CH3:26])[CH3:25]>>[C:24]([NH:28][S:29]([C:32]1[S:33][C:34]([C:21]2[N:20]=[CH:19][N:18]([C:10]3[N:9]=[C:8]([C:4]4[CH:5]=[CH:6][CH:7]=[C:2]([Cl:1])[CH:3]=4)[CH:13]=[C:12]([C:14]([F:17])([F:16])[F:15])[N:11]=3)[CH:22]=2)=[CH:35][CH:36]=1)(=[O:30])=[O:31])([CH3:27])([CH3:25])[CH3:26]. Procedure details: 5-{1-[4-(3-Chloro-phenyl)-6-trifluoromethyl-pyrimidin-2-yl]-1H-imidazol-4-yl}-thiophene-2-sulfonic acid tert-butyl amide was prepared from 4-(3-chloro-phenyl)-2-(4-iodo-imidazol-1-yl)-6-trifluoromethyl-pyrimidine (example E.72) (0.68 g, 1.5 mmol) and N-tert-butyl-5-(4,4,5,5-tetramethyl-1,3,2-dioxaborolan-2-yl)-thiophene-2-sulfonamide (example F.1) (0.62 g, 1.8 mmol) according to the general procedure VI. Obtained as a light yellow solid (0.4 g), which was subsequently deprotected. The reactants are C(C)(C)(C)C1=CC=C(C=C1)C1=C(C(=NN1C)C(C)=O)O (1-[5-(4-tert-Butylphenyl)-4-hydroxy-1-methyl-1H-pyrazol-3-yl]ethanone), [N+](=O)([O-])C1=C(C(=O)OC)C=CC(=C1)C(=O)NN (methyl 2-nitro-4-hydrazinocarbonylbenzoate), p-tosylic acid monohydride. Run in C(C)(C)O (isopropyl alcohol). Conditions: temperature 0 celsius. The product is C(C)(C)(C)C1=CC=C(C=C1)C1=C(C(=NN1C)C(C)=NNC(=O)C1=CC(=C(C(=O)OC)C=C1)[N+](=O)[O-])O (methyl 4-[(2-{1-[5-(4-tert-butylphenyl)-4-hydroxy-1-methyl-1H-pyrazol-3-yl]ethylidene}hydrazino)carbonyl]-2-nitrobenzoate). The yield is 82.9%. As a reaction SMILES: [C:1]([C:5]1[CH:10]=[CH:9][C:8]([C:11]2[N:15]([CH3:16])[N:14]=[C:13]([C:17](=O)[CH3:18])[C:12]=2[OH:20])=[CH:7][CH:6]=1)([CH3:4])([CH3:3])[CH3:2].[N+:21]([C:24]1[CH:33]=[C:32]([C:34]([NH:36][NH2:37])=[O:35])[CH:31]=[CH:30][C:25]=1[C:26]([O:28][CH3:29])=[O:27])([O-:23])=[O:22]>C(O)(C)C>[C:1]([C:5]1[CH:10]=[CH:9][C:8]([C:11]2[N:15]([CH3:16])[N:14]=[C:13]([C:17](=[N:37][NH:36][C:34]([C:32]3[CH:31]=[CH:30][C:25]([C:26]([O:28][CH3:29])=[O:27])=[C:24]([N+:21]([O-:23])=[O:22])[CH:33]=3)=[O:35])[CH3:18])[C:12]=2[OH:20])=[CH:7][CH:6]=1)([CH3:4])([CH3:3])[CH3:2]. Procedure details: 1-[5-(4-tert-Butylphenyl)-4-hydroxy-1-methyl-1H-pyrazol-3-yl]ethanone (1.149 mmol, 312.9 mg) synthesized in Synthetic Example 3, methyl 2-nitro-4-hydrazinocarbonylbenzoate (1.149 mmol, 274.8 mg) synthesized in Reference Synthetic Example 40 and p-tosylic acid monohydride (30 mol %, 59.4 mg) were dissolved in isopropyl alcohol (30 mL) and stirred under heating with reflux for 6 hours, and the reactor was cooled to 0° C. The reaction solution was filtered and dried by means of a vacuum pump to giv... The reactants are CC(=O)OC(C)=O, O=C(O)c1c(=O)c2cc(F)c(N3CCNCC3)cc2n2ccsc12, O, c1ccncc1. Product: CC(=O)N1CCN(c2cc3c(cc2F)c(=O)c(C(=O)O)c2sccn23)CC1. Reaction SMILES: [CH3:25][C:26](=[O:27])[O:28][C:29](=[O:30])[CH3:31].[F:1][c:2]1[cH:3][c:4]2[c:5](=[O:24])[c:6]([C:21](=[O:22])[OH:23])[c:7]3[n:8]([c:9]2[cH:10][c:11]1[N:12]1[CH2:13][CH2:14][NH:15][CH2:16][CH2:17]1)[cH:18][cH:19][s:20]3.[OH2:32].[cH:33]1[cH:34][cH:35][n:36][cH:37][cH:38]1>>[F:1][c:2]1[cH:3][c:4]2[c:5](=[O:24])[c:6]([C:21](=[O:22])[OH:23])[c:7]3[n:8]([c:9]2[cH:10][c:11]1[N:12]1[CH2:13][CH2:14][N:15]([C:26]([CH3:25])=[O:27])[CH2:16][CH2:17]1)[cH:18][cH:19][s:20]3. Reactants: Cc1cnc2cccc(CO)c2c1, ClCCl. The product is Cc1cnc2cccc(C=O)c2c1. RXN SMILES: [CH3:1][c:2]1[cH:3][n:4][c:5]2[cH:6][cH:7][cH:8][c:9]([CH2:12][OH:13])[c:10]2[cH:11]1.[Cl:14][CH2:15][Cl:16]>>[CH3:1][c:2]1[cH:3][n:4][c:5]2[cH:6][cH:7][cH:8][c:9]([CH:12]=[O:13])[c:10]2[cH:11]1. Starting materials: O=C([O-])[O-], CN(C)C=O, FC(F)(F)c1ccc(CCl)cn1, N#CC(C#N)CCC(F)(F)F, [K+], [K+]. Product: N#CC(C#N)(CCC(F)(F)F)Cc1ccc(C(F)(F)F)nc1. RXN SMILES: [C:12](=[O:13])([O-:14])[O-:15].[CH3:30][N:31]([CH3:32])[CH:33]=[O:34].[Cl:18][CH2:19][c:20]1[cH:21][n:22][c:23]([C:26]([F:27])([F:28])[F:29])[cH:24][cH:25]1.[F:1][C:2]([CH2:3][CH2:4][CH:5]([C:6]#[N:7])[C:8]#[N:9])([F:10])[F:11].[K+:16].[K+:17]>>[F:1][C:2]([CH2:3][CH2:4][C:5]([C:6]#[N:7])([C:8]#[N:9])[CH2:19][c:20]1[cH:21][n:22][c:23]([C:26]([F:27])([F:28])[F:29])[cH:24][cH:25]1)([F:10])[F:11]. The reactants are C(C)SC1=NC=C2N1C(=CC=C2)C2=CC=CC1=CC=CC=C21 (3-ethylsulfanyl-5-naphthalen-1-yl-imidazo[1,5-a]pyridine). The reagents and catalysts are [Ni] (Raney Nickel), [Ni] (Raney Nickel). Run in C(C)O (ethanol). The product is C1(=CC=CC2=CC=CC=C12)C1=CC=CC=2N1C=NC2 (5-naphthalen-1-yl-imidazo[1,5-a]pyridine). As a reaction SMILES: C(S[C:4]1[N:8]2[C:9]([C:13]3[C:22]4[C:17](=[CH:18][CH:19]=[CH:20][CH:21]=4)[CH:16]=[CH:15][CH:14]=3)=[CH:10][CH:11]=[CH:12][C:7]2=[CH:6][N:5]=1)C>[Ni].C(O)C>[C:13]1([C:9]2[N:8]3[CH:4]=[N:5][CH:6]=[C:7]3[CH:12]=[CH:11][CH:10]=2)[C:22]2[C:17](=[CH:18][CH:19]=[CH:20][CH:21]=2)[CH:16]=[CH:15][CH:14]=1. Reported procedure: Raney Nickel suspension (1 mL, Fluka Cat. No. 83440) is added to a solution of the title D compound, 3-ethylsulfanyl-5-naphthalen-1-yl-imidazo[1,5-a]pyridine (268 mg, 0.88 mmol) in ethanol (15 mL) and heated at reflux overnight. Additional Raney Nickel (1 mL) is added, and the reaction mixture is heated at reflux for three days further, until MS showed complete disappearance of the starting material. The catalyst is filtered off and washed with ethanol. The combined filtrates are concentrated un...